From a dataset of the Open Reaction Database (ORD), a public repository of structured organic reaction records. describe an organic reaction: reactants, conditions, products, and yield RXN SMILES: Br[C:2]1[CH:7]=[CH:6][CH:5]=[C:4]([Cl:8])[CH:3]=1.CON(C)[C:12](=[O:24])[CH2:13][CH2:14][N:15]([CH3:23])[C:16](=[O:22])[O:17][C:18]([CH3:21])([CH3:20])[CH3:19]>C1COCC1>[Cl:8][C:4]1[CH:3]=[C:2]([C:12](=[O:24])[CH2:13][CH2:14][N:15]([CH3:23])[C:16](=[O:22])[O:17][C:18]([CH3:19])([CH3:20])[CH3:21])[CH:7]=[CH:6][CH:5]=1. Procedure details: A solution of 1-bromo-3-chloro-benzene (57 g, 0.3 mmol) in dry THF (300 mL) was added drop wise to Mg (10.8 g, 0.45 mmol) at room temperature under N2. The mixture was stirred at refluxed for 1 h. The Grignard reagent was added drop wise to a solution of tert-butyl 3-(methoxy(methyl)amino)-3-oxopropyl(methyl)carbamate (37 g, 0.15 mmol) in dry THF (300 mL) at −78° C. After addition, the mixture was allowed to stir at room temperature overnight. The mixture was quenched with saturated NH4Cl and ex... The product is ClC=1C=C(C=CC1)C(CCN(C(OC(C)(C)C)=O)C)=O (tert-butyl 3-(3-chlorophenyl)-3-oxopropyl(methyl)carbamate). Starting materials: BrC1=CC(=CC=C1)Cl (1-bromo-3-chloro-benzene), Mg, Grignard reagent, CON(C(CCN(C(OC(C)(C)C)=O)C)=O)C (tert-butyl 3-(methoxy(methyl)amino)-3-oxopropyl(methyl)carbamate). Run in C1CCOC1 (THF), C1CCOC1 (THF). The reactants are FC=1C(=C2C(CC(C(C2=CC1)NC1=C2C=NN(C(C2=CC=C1)=O)C)(C(F)(F)F)O)(C)C)OC (5-{[6-Fluoro-2-hydroxy-4,4-dimethyl-5-methoxy-2-(trifluoromethyl)-1,2,3,4-tetrahydronaphthalen-1-yl]amino}-2-methylphthalazin-1-one), B(Br)(Br)Br (BBr3). The product is FC=1C(=C2C(CC(C(C2=CC1)NC1=C2C=NN(C(C2=CC=C1)=O)C)(C(F)(F)F)O)(C)C)O (5-{[6-Fluoro-2,5-dihydroxy-4,4-dimethyl-2-(trifluoromethyl)-1,2,3,4-tetrahydronaphthalen-1-yl]amino}-2-methylphthalazin-1-one). Isolated yield 64.0%. RXN SMILES: [F:1][C:2]1[C:3]([O:32]C)=[C:4]2[C:9](=[CH:10][CH:11]=1)[CH:8]([NH:12][C:13]1[CH:22]=[CH:21][CH:20]=[C:19]3[C:14]=1[CH:15]=[N:16][N:17]([CH3:24])[C:18]3=[O:23])[C:7]([OH:29])([C:25]([F:28])([F:27])[F:26])[CH2:6][C:5]2([CH3:31])[CH3:30].B(Br)(Br)Br>>[F:1][C:2]1[C:3]([OH:32])=[C:4]2[C:9](=[CH:10][CH:11]=1)[CH:8]([NH:12][C:13]1[CH:22]=[CH:21][CH:20]=[C:19]3[C:14]=1[CH:15]=[N:16][N:17]([CH3:24])[C:18]3=[O:23])[C:7]([OH:29])([C:25]([F:28])([F:26])[F:27])[CH2:6][C:5]2([CH3:30])[CH3:31]. Procedure: 29 mg of the compound of Example 69 is reacted analogously to Example 1 with 0.13 ml of BBr3 (1N in dichloromethane) to form 18 mg of the title compound. The reactants are C(CCCCCCCCCCC)N(CCOC1=CC=C(C=C1)CCC(C(F)(F)F)O)CCC(=O)OCC (3[N-Dodecyl-N-2-[4-[3hydroxy4,4,4-trifluorobutyl]phenoxy]ethylamino]propanoic acid, ethyl ester), C(CCCCCCCCCCC)N(CCOC1=CC=C(C=C1)CCC(C(F)(F)F)=O)CCCC(=O)OCC (4-[N-dodecyl-N-[2-[4-(3oxo-4,4,4-trifluorobut-1-yl)phenoxy]ethyl]amino]butanoic acid, ethyl ester). The product is C(CCCCCCCCCCC)N(CCOC1=CC=C(C=C1)CCC(C(F)(F)F)=O)CCC(=O)OCC (3-[N-Dodecyl-N-[2-[4-(3-oxo-4,4,4-trifluorobut-1-yl)phenoxy]ethyl]amino]propanoic acid, ethyl ester). Isolated yield 68.0%. RXN SMILES: [CH2:1]([N:13]([CH2:31][CH2:32][C:33]([O:35][CH2:36][CH3:37])=[O:34])[CH2:14][CH2:15][O:16][C:17]1[CH:22]=[CH:21][C:20]([CH2:23][CH2:24][CH:25]([OH:30])[C:26]([F:29])([F:28])[F:27])=[CH:19][CH:18]=1)[CH2:2][CH2:3][CH2:4][CH2:5][CH2:6][CH2:7][CH2:8][CH2:9][CH2:10][CH2:11][CH3:12].C(N(CCCC(OCC)=O)CCOC1C=CC(CCC(=O)C(F)(F)F)=CC=1)CCCCCCCCCCC>>[CH2:1]([N:13]([CH2:31][CH2:32][C:33]([O:35][CH2:36][CH3:37])=[O:34])[CH2:14][CH2:15][O:16][C:17]1[CH:18]=[CH:19][C:20]([CH2:23][CH2:24][C:25](=[O:30])[C:26]([F:27])([F:28])[F:29])=[CH:21][CH:22]=1)[CH2:2][CH2:3][CH2:4][CH2:5][CH2:6][CH2:7][CH2:8][CH2:9][CH2:10][CH2:11][CH3:12]. Procedure details: 3[N-Dodecyl-N-2-[4-[3hydroxy4,4,4-trifluorobutyl]phenoxy]ethylamino]propanoic acid, ethyl ester (320 mg, 0.60 mmol) was oxidized as described in the preparation of 4-[N-dodecyl-N-[2-[4-(3oxo-4,4,4-trifluorobut-1-yl)phenoxy]ethyl]amino]butanoic acid, ethyl ester (Example 48 ) and afforded the title compound (216 mg, 68%) as a pale yellow oil. The reactants are BrC1=C(C=CC=C1)COCOC (2-bromo-1-(methoxymethoxymethyl)benzene), BrC1=C(C=C(C=C1)F)COCOC (2-bromo-5-fluoro-1-(methoxymethoxymethyl)benzene), BrC1=C(C=CC(=C1)OC1=CC=C(C=C1)Cl)COCOC (2-bromo-4-(4-chlorophenoxy)-1-(methoxymethoxymethyl)benzene), BrC1=C(C=C(C=C1)OC1=CC(=C(C=C1)C#N)C#N)COCOC (2-bromo-5-(3,4-dicyanophenoxy)-1-(methoxymethoxymethyl)benzene), BrC1=C(C=CC2=CC=CC=C12)COCOC (1-bromo-2-(methoxymethoxymethyl)naphthalene), BrC1=C(C=C(C=C1)OC1=CC=C(C=C1)C#N)COCOC (2-bromo-5-(4-cyanophenoxy)-1-(methoxymethoxy methyl)benzene), BrC1=C(C=CC(=C1)OC1=CC=CC=C1)COCOC (2-bromo-4-phenoxy-1-(methoxymethoxymethyl)benzene), BrC1=C(C=CC(=C1)OC1=CC(=CC=C1)C#N)COCOC (2-bromo-4-(3-cyanophenoxy)-1-(methoxymethoxymethyl)benzene), C1(=CC=CC=C1)CC(OCOC)C1=C(C=CC=C1)Br (2-phenyl-1-(2-bromophenyl)-1-(methoxymethoxy)ethane), BrC1=C(C=C(C=C1)C)COCOC (2-bromo-5-methyl-1-(methoxymethoxymethyl)benzene), BrC1=C(C=C(C=C1)COCOC)COCOC (2-bromo-5-(methoxymethoxymethyl)-1-(methoxymethoxymethyl)benzene), BrC1=C(C=CC(=C1)F)COCOC (2-bromo-4-fluoro-1-(methoxymethoxymethyl)benzene). Product: BrC1=C(C=C(C=C1)OC1=CC=CC=C1)COCOC (2-Bromo-5-phenoxy-1-(methoxymethoxymethyl)benzene). As a reaction SMILES: [Br:1][C:2]1[CH:7]=[CH:6][CH:5]=[CH:4][C:3]=1[CH2:8][O:9][CH2:10][O:11][CH3:12].Br[C:14]1[CH:19]=[CH:18][C:17](C)=[CH:16][C:15]=1COCOC.BrC1C=CC(C[O:34]COC)=CC=1COCOC.BrC1C=CC(F)=CC=1COCOC.BrC1C2C(=CC=CC=2)C=CC=1COCOC.BrC1C=C(F)C=CC=1COCOC.C1(CC(C2C=CC=CC=2Br)OCOC)C=CC=CC=1.BrC1C=CC(OC2C=CC(C#N)=CC=2)=CC=1COCOC.BrC1C=C(OC2C=CC=C(C#N)C=2)C=CC=1COCOC.BrC1C=C(OC2C=CC(Cl)=CC=2)C=CC=1COCOC.BrC1C=C(OC2C=CC=CC=2)C=CC=1COCOC.BrC1C=CC(OC2C=CC(C#N)=C(C#N)C=2)=CC=1COCOC>>[Br:1][C:2]1[CH:7]=[CH:6][C:5]([O:34][C:14]2[CH:19]=[CH:18][CH:17]=[CH:16][CH:15]=2)=[CH:4][C:3]=1[CH2:8][O:9][CH2:10][O:11][CH3:12]. Procedure details: Additional examples of compounds which can be produced by this method include 2-bromo-1-(methoxymethoxymethyl)benzene; 2-bromo-5-methyl-1-(methoxymethoxymethyl)benzene; 2-bromo-5-(methoxymethoxymethyl)-1-(methoxymethoxymethyl)benzene; 2-bromo-5-fluoro-1-(methoxymethoxymethyl)benzene; 1-bromo-2-(methoxymethoxymethyl)naphthalene; 2-bromo-4-fluoro-1-(methoxymethoxymethyl)benzene; 2-phenyl-1-(2-bromophenyl)-1-(methoxymethoxy)ethane; 2-bromo-5-(4-cyanophenoxy)-1-(methoxymethoxy methyl)benzene; 2-brom... The reactants are O[C@H]1[C@H](C2=CC=CC=C2C1)NC(CCC)=O (N-(1S,2R)-(2-Hydroxyindan-1-yl)-butyramide), COC(=C)C (2-methoxypropene), CS(=O)(=O)O (methanesulfonic acid). Conditions: time 20 minute. Yields the product CC1(O[C@H]2[C@@H](N1C(CCC)=O)C=1C=CC=CC1C2)C (1-((3aS,8aR)-2,2-Dimethyl-8,8a-dihydro-3aH-indeno[1,2-d]oxazol-3-yl)-butan-1-one). Reaction SMILES: [OH:1][C@@H:2]1[CH2:10][C:9]2[C:4](=[CH:5][CH:6]=[CH:7][CH:8]=2)[C@@H:3]1[NH:11][C:12](=[O:16])[CH2:13][CH2:14][CH3:15].CO[C:19]([CH3:21])=[CH2:20].CS(O)(=O)=O>>[CH3:20][C:19]1([CH3:21])[N:11]([C:12](=[O:16])[CH2:13][CH2:14][CH3:15])[C@H:3]2[C:4]3[CH:5]=[CH:6][CH:7]=[CH:8][C:9]=3[CH2:10][C@H:2]2[O:1]1. Procedure details: N-(1S,2R)-(2-Hydroxyindan-1-yl)-butyramide (XV, 2.2 g) and 2-methoxypropene (5 mL) were combined with CH2C12 (70 mL) at rt, and methanesulfonic acid (0.05 mL) was added. After 20 min at rt, the reaction mixture was partitioned between half-saturated NaHCO3 (30 mL) and CH2C12 (2×30 mL). The combined organic layers were dried dried (MgSO4), filtered, and concentrated under reduced pressure to give an oil as product: MH+260.1. Reactants: [Al+3], [H-], [H-], [H-], [H-], [Li+], O=NC1CN2CCCCC2CN1, [Na+], C1CCOC1, [OH-], O. Product: NC1CN2CCCCC2CN1. Reaction SMILES: [Al+3:14].[H-:13].[H-:16].[H-:17].[H-:18].[Li+:15].[N:1](=[O:2])[CH:3]1[NH:4][CH2:5][CH:6]2[N:7]([CH2:8]1)[CH2:9][CH2:10][CH2:11][CH2:12]2.[Na+:20].[O:22]1[CH2:23][CH2:24][CH2:25][CH2:26]1.[OH-:19].[OH2:21]>>[NH2:1][CH:3]1[NH:4][CH2:5][CH:6]2[N:7]([CH2:8]1)[CH2:9][CH2:10][CH2:11][CH2:12]2. Starting materials: C1(=CC=CC=C1)CC\C=C/CCCC(=O)O ((Z)-8-phenyl-5-octenoic acid), S(O)(O)(=O)=O (sulphuric acid), CO (methanol). Product: C1(=CC=CC=C1)CC\C=C/CCCC(=O)OC (Methyl (Z)-8-phenyl-5-octenoate). Reaction SMILES: [C:1]1([CH2:7][CH2:8]/[CH:9]=[CH:10]\[CH2:11][CH2:12][CH2:13][C:14]([OH:16])=[O:15])[CH:6]=[CH:5][CH:4]=[CH:3][CH:2]=1.S(=O)(=O)(O)O.[CH3:22]O>>[C:1]1([CH2:7][CH2:8]/[CH:9]=[CH:10]\[CH2:11][CH2:12][CH2:13][C:14]([O:16][CH3:22])=[O:15])[CH:6]=[CH:5][CH:4]=[CH:3][CH:2]=1. Procedure: A solution of (Z)-8-phenyl-5-octenoic acid (12.6 g), see Example 1(a), and concentrated sulphuric acid (0.1 ml) in methanol (300 ml) was heated under reflux for 2 hours. The solution was evaporated and the residue distilled under vacuum to give the ester b.p. 110° to 113° C./0.1 mm. Starting materials: Cl.N1C[C@@H](CCC1)NC(=O)C1=CNC2=C1N=CN=C2C2=C(C=C(C(=C2)OC)F)OCC2CC2 (4-(2-cyclopropylmethoxy-4-fluoro-5-methoxy-phenyl)-5H-pyrrolo[3,2-d]pyrimidine-7-carboxylic acid (R)-piperidin-3-ylamide hydrochloride), C(C)(=O)Cl (acetyl chloride). The product is C(C)(=O)N1C[C@@H](CCC1)NC(=O)C1=CNC2=C1N=CN=C2C2=C(C=C(C(=C2)OC)F)OCC2CC2 (4-(2-Cyclopropylmethoxy-4-fluoro-5-methoxy-phenyl)-5H-pyrrolo[3,2-d]pyrimidine-7-carboxylic acid ((R)-1-acetyl-piperidin-3-yl)-amide). As a reaction SMILES: Cl.[NH:2]1[CH2:7][CH2:6][CH2:5][C@@H:4]([NH:8][C:9]([C:11]2[C:15]3[N:16]=[CH:17][N:18]=[C:19]([C:20]4[CH:25]=[C:24]([O:26][CH3:27])[C:23]([F:28])=[CH:22][C:21]=4[O:29][CH2:30][CH:31]4[CH2:33][CH2:32]4)[C:14]=3[NH:13][CH:12]=2)=[O:10])[CH2:3]1.[C:34](Cl)(=[O:36])[CH3:35]>>[C:34]([N:2]1[CH2:7][CH2:6][CH2:5][C@@H:4]([NH:8][C:9]([C:11]2[C:15]3[N:16]=[CH:17][N:18]=[C:19]([C:20]4[CH:25]=[C:24]([O:26][CH3:27])[C:23]([F:28])=[CH:22][C:21]=4[O:29][CH2:30][CH:31]4[CH2:32][CH2:33]4)[C:14]=3[NH:13][CH:12]=2)=[O:10])[CH2:3]1)(=[O:36])[CH3:35] |f:0.1|. Reported procedure: Starting from 4-(2-cyclopropylmethoxy-4-fluoro-5-methoxy-phenyl)-5H-pyrrolo[3,2-d]pyrimidine-7-carboxylic acid (R)-piperidin-3-ylamide hydrochloride (example A164) and acetyl chloride the title compound is obtained as colorless solid. Yields the product C=CC=CC.C=CC(C)=C (1,3-pentadiene isoprene). Procedure details: In each of these Comparative Examples the procedure of Example 1 was followed, but using 1,3-pentadiene and isoprene in the amounts indicated in Table 5, to obtain a liquid 1,3-pentadiene/isoprene copolymer. The copolymers so obtained were baked in the same manner as in Experiment 2 of Example 1 to form baked coatings which were then immersed in toluene at 20° C for 1 hour to investigate their solvent resistance. The results are indicated in Table 5. Starting materials: C=CC=CC (1,3-pentadiene), C=CC(C)=C (isoprene). Reaction SMILES: [CH2:1]=[CH:2][CH:3]=[CH:4][CH3:5].[CH2:6]=[CH:7][C:8](=[CH2:10])[CH3:9]>>[CH2:1]=[CH:2][CH:3]=[CH:4][CH3:5].[CH2:6]=[CH:7][C:8](=[CH2:9])[CH3:10] |f:2.3|. The reactants are [OH-].OC1=C(SC2=[N+]1CCC1=CC=CC=C21)C2=CC=CC=C2 (5,6-dihydro-3-hydroxy-2-phenylthiazolo[2,3-a]isoquinolinium hydroxide), C(C=C)#N (acrylonitrile). The solvent is C1(=CC=CC=C1)C (toluene). The product is O=C1N2CCC3=C(C24C(CC1(S4)C4=CC=CC=C4)C#N)C=CC=C3 (1,2,3,4,6,7-hexahydro-4-oxo-3-phenyl-3,11b-epithio-11bH-benzo[a]quinolizine-1-carbonitrile). Reaction SMILES: [OH-].[OH:2][C:3]1[N+:7]2[CH2:8][CH2:9][C:10]3[C:15]([C:6]=2[S:5][C:4]=1[C:16]1[CH:21]=[CH:20][CH:19]=[CH:18][CH:17]=1)=[CH:14][CH:13]=[CH:12][CH:11]=3.[C:22](#[N:25])[CH:23]=[CH2:24]>C1(C)C=CC=CC=1>[O:2]=[C:3]1[C:4]2([C:16]3[CH:21]=[CH:20][CH:19]=[CH:18][CH:17]=3)[S:5][C:6]3([CH:23]([C:22]#[N:25])[CH2:24]2)[N:7]1[CH2:8][CH2:9][C:10]1[CH:11]=[CH:12][CH:13]=[CH:14][C:15]=13 |f:0.1|. Reported procedure: 4.08 g of 5,6-dihydro-3-hydroxy-2-phenylthiazolo[2,3-a]isoquinolinium hydroxide (internal salt) and 1.95 ml of acrylonitrile were heated together under reflux overnight in 250 ml of toluene. After evaporation of the solvent in vacuo, the residue was recrystallized from acetonitrile. There was obtained 1,2,3,4,6,7-hexahydro-4-oxo-3-phenyl-3,11b-epithio-11bH-benzo[a]quinolizine-1-carbonitrile of m.p. 225°-226°.